Dataset: the Open Reaction Database (ORD), a public repository of structured organic reaction records. Task: describe an organic reaction: reactants, conditions, products, and yield Reactants: C(Cl)Cl (CH2Cl2), C(CCC)C=1N(C2=C(C=[N+](C=3C=CC=CC23)[O-])N1)CCOCCNC(OC(C)(C)C)=O (tert-butyl 2-[2-(2-butyl-5-oxido-1H-imidazo[4,5-c]quinolin-1-yl)ethoxy]ethylcarbamate), C1(=CC=C(C=C1)S(=O)(=O)Cl)C (p-toluenesulfonyl chloride), [NH4+].[OH-] (NH4OH). The solvent is ClCCCl (1,2-dichloroethane). Run at time 2 hour. Yields the product NC1=NC=2C=CC=CC2C2=C1N=C(N2CCOCCNC(OC(C)(C)C)=O)CCCC (tert-butyl 2-[2-(4-amino-2-butyl-1H-imidazo[4,5-c]quinolin-1-yl)ethoxy]ethylcarbamate). Reaction SMILES: [CH2:1]([C:5]1[N:6]([CH2:19][CH2:20][O:21][CH2:22][CH2:23][NH:24][C:25](=[O:31])[O:26][C:27]([CH3:30])([CH3:29])[CH3:28])[C:7]2[C:16]3[CH:15]=[CH:14][CH:13]=[CH:12][C:11]=3[N+:10]([O-])=[CH:9][C:8]=2[N:18]=1)[CH2:2][CH2:3][CH3:4].[NH4+:32].[OH-].C1(C)C=CC(S(Cl)(=O)=O)=CC=1.C(Cl)Cl>ClCCCl>[NH2:32][C:9]1[C:8]2[N:18]=[C:5]([CH2:1][CH2:2][CH2:3][CH3:4])[N:6]([CH2:19][CH2:20][O:21][CH2:22][CH2:23][NH:24][C:25](=[O:31])[O:26][C:27]([CH3:30])([CH3:29])[CH3:28])[C:7]=2[C:16]2[CH:15]=[CH:14][CH:13]=[CH:12][C:11]=2[N:10]=1 |f:1.2|. Procedure: A solution of tert-butyl 2-[2-(2-butyl-5-oxido-1H-imidazo[4,5-c]quinolin-1-yl)ethoxy]ethylcarbamate (3.68 g, 8.60 mmol) in 100 mL of 1,2-dichloroethane was heated to 80° C. and treated with 10 mL of concentrated NH4OH solution. To the rapidly stirred solution was added solid p-toluenesulfonyl chloride (1.87 g, 9.81 mmol) over a 10 min period. The reaction mixture was then sealed in a pressure vessel and heating was continued for 2 h. The reaction mixture was then cooled and treated with 100 mL o...